describe an organic reaction: reactants, conditions, products, and yield From a dataset of the Open Reaction Database (ORD), a public repository of structured organic reaction records. Starting materials: BrC1=CC=C(C=C1)S(=O)(=O)NC(C(=O)NC1=CC=C(C=C1)CC(=O)OCC)CO ((RS)-2-(4-bromobenzenesulfonylamino)-N-(4-(ethoxycarbonylmethyl)phenyl)-3-hydroxypropanamide), S(=O)(=O)(C)Cl (mesyl chloride). Product: BrC1=CC=C(C=C1)S(=O)(=O)NC(C(=O)NC1=CC=C(C=C1)CC(=O)OCC)COS(=O)(=O)C ((RS)-2-(4-bromobenzenesulfonylamino)-N-(4-(ethoxycarbonylmethyl)phenyl)-3-methanesulfonyloxy-propanamide). As a reaction SMILES: [Br:1][C:2]1[CH:7]=[CH:6][C:5]([S:8]([NH:11][CH:12]([CH2:28][OH:29])[C:13]([NH:15][C:16]2[CH:21]=[CH:20][C:19]([CH2:22][C:23]([O:25][CH2:26][CH3:27])=[O:24])=[CH:18][CH:17]=2)=[O:14])(=[O:10])=[O:9])=[CH:4][CH:3]=1.[S:30](Cl)([CH3:33])(=[O:32])=[O:31]>>[Br:1][C:2]1[CH:3]=[CH:4][C:5]([S:8]([NH:11][CH:12]([CH2:28][O:29][S:30]([CH3:33])(=[O:32])=[O:31])[C:13]([NH:15][C:16]2[CH:21]=[CH:20][C:19]([CH2:22][C:23]([O:25][CH2:26][CH3:27])=[O:24])=[CH:18][CH:17]=2)=[O:14])(=[O:9])=[O:10])=[CH:6][CH:7]=1. Reported procedure: The procedure described in Example 65 was repeated, except that (RS)-2-(4-bromobenzenesulfonylamino)-N-(4-(ethoxycarbonylmethyl)phenyl)-3-hydroxypropanamide (674.0 mg) was reacted with mesyl chloride to obtain (RS)-2-(4-bromobenzenesulfonylamino)-N-(4-(ethoxycarbonylmethyl)phenyl)-3-methanesulfonyloxy-propanamide (582.16 mg).